This data is from the Open Reaction Database (ORD), a public repository of structured organic reaction records. The task is: describe an organic reaction: reactants, conditions, products, and yield Starting materials: CN(C)C=O, Cc1ccc(S(=O)(=O)OCC2COC(C(F)(F)F)(C(F)(F)F)O2)cc1, [N-]=[N+]=[N-], [Na+], c1ccccc1. Yields the product [N-]=[N+]=NCC1COC(C(F)(F)F)(C(F)(F)F)O1. RXN SMILES: [CH3:30][N:31]([CH3:32])[CH:33]=[O:34].[F:1][C:2]([C:3]1([C:20]([F:21])([F:22])[F:23])[O:4][CH2:5][CH:6]([CH2:8][O:9][S:10]([c:11]2[cH:12][cH:13][c:14]([CH3:15])[cH:16][cH:17]2)(=[O:18])=[O:19])[O:7]1)([F:24])[F:25].[N-:26]=[N+:27]=[N-:28].[Na+:29].[cH:35]1[cH:36][cH:37][cH:38][cH:39][cH:40]1>>[F:1][C:2]([C:3]1([C:20]([F:21])([F:22])[F:23])[O:4][CH2:5][CH:6]([CH2:8][N:26]=[N+:27]=[N-:28])[O:7]1)([F:24])[F:25]. Reactants: NC=1C2=CC=CC=C2N=C2CCCC(C12)O (9-amino-1,2,3,4-tetrahydroacridin-1-ol), C(CS)(=O)OC (methyl thioglycolate), C([O-])(O)=O.[Na+] (sodium bicarbonate). The reagents and catalysts are S(O)(O)(=O)=O (sulfuric acid). Run at time 3 hour. Product: COC(CSC1CCCC2=NC3=CC=CC=C3C(=C12)N)=O (Methyl[(9-amino-1,2,3,4-tetrahydroacridin-1yl)thio]acetate). RXN SMILES: [NH2:1][C:2]1[C:3]2[C:8]([N:9]=[C:10]3[C:15]=1[CH:14](O)[CH2:13][CH2:12][CH2:11]3)=[CH:7][CH:6]=[CH:5][CH:4]=2.C(=O)(O)[O-].[Na+].[C:22]([O:26][CH3:27])(=[O:25])[CH2:23][SH:24]>S(=O)(=O)(O)O>[CH3:27][O:26][C:22](=[O:25])[CH2:23][S:24][CH:14]1[C:15]2[C:10](=[N:9][C:8]3[C:3]([C:2]=2[NH2:1])=[CH:4][CH:5]=[CH:6][CH:7]=3)[CH2:11][CH2:12][CH2:13]1 |f:1.2|. Procedure details: To a suspension of 9-amino-1,2,3,4-tetrahydroacridin-1-ol (8.82 g) and methyl thioglycolate (40 ml) was added 40 drops of sulfuric acid. The reaction mixture was stirred at ambient temperature for 3 hrs, poured into an iced sodium bicarbonate solution, and extracted with ethyl acetate. The combined organic extracts were washed with water, saturated sodium chloride, and dried over anhydrous magnesium sulfate. The filtrate was concentrated in vacuo and the residue was triturated with ethyl ether t...